From a dataset of the Open Reaction Database (ORD), a public repository of structured organic reaction records. describe an organic reaction: reactants, conditions, products, and yield The reactants are Br, Cl, [Cu]Br, O=N[O-], CCOC(=O)c1scnc1N, [Na+], [Zn]. Product: CCOC(=O)c1scnc1Br. Reaction SMILES: [BrH:16].[ClH:17].[Cu:19][Br:20].[N:12]([O-:13])=[O:14].[NH2:1][c:2]1[n:3][cH:4][s:5][c:6]1[C:7](=[O:8])[O:9][CH2:10][CH3:11].[Na+:15].[Zn:18]>>[c:2]1([Br:16])[n:3][cH:4][s:5][c:6]1[C:7](=[O:8])[O:9][CH2:10][CH3:11]. Starting materials: COC(=O)c1ccc(NCc2ccccc2)cc1Nc1ccc(F)cc1, CCOC(C)=O, CCO, CC(=O)O, [Cl-], [Na+], [Na+], [OH-]. The product is O=C(O)c1ccc(NCc2ccccc2)cc1Nc1ccc(F)cc1. As a reaction SMILES: [CH2:6]([c:7]1[cH:8][cH:9][cH:10][cH:11][cH:12]1)[NH:13][c:14]1[cH:15][c:16]([NH:24][c:25]2[cH:26][cH:27][c:28]([F:31])[cH:29][cH:30]2)[c:17]([C:18](=[O:19])[O:20][CH3:21])[cH:22][cH:23]1.[CH3:34][CH2:35][O:36][C:37](=[O:38])[CH3:39].[CH3:3][CH2:4][OH:5].[CH3:40][C:41](=[O:42])[OH:43].[Cl-:33].[Na+:2].[Na+:32].[OH-:1]>>[CH2:6]([c:7]1[cH:8][cH:9][cH:10][cH:11][cH:12]1)[NH:13][c:14]1[cH:15][c:16]([NH:24][c:25]2[cH:26][cH:27][c:28]([F:31])[cH:29][cH:30]2)[c:17]([C:18](=[O:19])[OH:20])[cH:22][cH:23]1.